From a dataset of the Open Reaction Database (ORD), a public repository of structured organic reaction records. describe an organic reaction: reactants, conditions, products, and yield Starting materials: S(O)(O)(=O)=O (sulfuric acid), C(C(O)C1=CC=CC=C1)(=O)O (mandelic acid), OC1=CC=C(C=C1)CC(=O)N (4-hydroxyphenylacetamide), ice. Conditions: temperature 80 celsius. Yields the product O=C1OC2=C(C1C1=CC=CC=C1)C=C(C=C2)CC(=O)N (2-(2,3-Dihydro-2-oxo-3-phenyl-5-benzofuranyl)acetamide). Isolated yield 20.0%. RXN SMILES: S(=O)(=O)(O)O.[C:6](O)(=[O:15])[CH:7]([C:9]1[CH:14]=[CH:13][CH:12]=[CH:11][CH:10]=1)O.[OH:17][C:18]1[CH:23]=[CH:22][C:21]([CH2:24][C:25]([NH2:27])=[O:26])=[CH:20][CH:19]=1>>[O:15]=[C:6]1[CH:7]([C:9]2[CH:14]=[CH:13][CH:12]=[CH:11][CH:10]=2)[C:23]2[CH:22]=[C:21]([CH2:24][C:25]([NH2:27])=[O:26])[CH:20]=[CH:19][C:18]=2[O:17]1. Procedure: 190 ml of 80% strength sulfuric acid solution are added to a mixture of 16 g of mandelic acid and 15 g of 4-hydroxyphenylacetamide [J. Am. Chem. Soc. (1946) p. 2633]. The medium is heated very rapidly to 80° C. and immediately hydrolyzed using 600 g of ice. The aqueous phase is extracted with 3 times 200 ml of chloroform and the organic phase washed with saturated sodium bicarbonate solution, dried over anhydrous sodium sulfate and concentrated under vacuum. The crude product obtained is recryst... Starting materials: B, C=CCC1(c2ccc(F)cc2)CCN(C(C)C(C)(C)C)C(=O)N1, C1CCOC1, C1CCOC1. The product is CC(N1CCC(CCCO)(c2ccc(F)cc2)NC1=O)C(C)(C)C. As a reaction SMILES: [BH3:24].[CH2:1]([CH:2]=[CH2:3])[C:4]1([c:17]2[cH:18][cH:19][c:20]([F:23])[cH:21][cH:22]2)[NH:5][C:6](=[O:16])[N:7]([CH:10]([CH3:11])[C:12]([CH3:13])([CH3:14])[CH3:15])[CH2:8][CH2:9]1.[CH2:25]1[CH2:28][CH2:27][CH2:26][O:29]1.[CH2:30]1[O:31][CH2:32][CH2:33][CH2:34]1>>[CH2:1]([CH2:2][CH2:3][OH:29])[C:4]1([c:17]2[cH:18][cH:19][c:20]([F:23])[cH:21][cH:22]2)[NH:5][C:6](=[O:16])[N:7]([CH:10]([CH3:11])[C:12]([CH3:13])([CH3:14])[CH3:15])[CH2:8][CH2:9]1.